Dataset: the Open Reaction Database (ORD), a public repository of structured organic reaction records. Task: describe an organic reaction: reactants, conditions, products, and yield Reactants: CCOC(C)=O, CCO, [H][H], Cc1ccc(NC(=O)c2ccc(N)c([N+](=O)[O-])c2)nc1C. Product: Cc1ccc(NC(=O)c2ccc(N)c(N)c2)nc1C. RXN SMILES: [C:27]([O:28][CH2:29][CH3:30])(=[O:31])[CH3:32].[CH2:24]([OH:25])[CH3:26].[H:22][H:23].[NH2:1][c:2]1[c:3]([N+:19]([O-:20])=[O:21])[cH:4][c:5]([C:6](=[O:7])[NH:8][c:9]2[n:10][c:11]([CH3:16])[c:12]([CH3:15])[cH:13][cH:14]2)[cH:17][cH:18]1>>[NH2:1][c:2]1[c:3]([NH2:19])[cH:4][c:5]([C:6](=[O:7])[NH:8][c:9]2[n:10][c:11]([CH3:16])[c:12]([CH3:15])[cH:13][cH:14]2)[cH:17][cH:18]1. Reactants: NC1=CC=2C(C3=CC(=CC=C3C2C=C1)N)=O (2,7-diamino-9-fluorenone), [N+](=O)([O-])C1=CC=C(C=C1)I (p-nitroiodobenzene), C([O-])([O-])=O.[K+].[K+] (potassium carbonate). The reagents and catalysts are [Cu] (copper). Solvent: CN(C=O)C (dimethylformamide). Conditions: time 4 day. Product: [N+](=O)([O-])C1=CC=C(C=C1)C1=C2C=3C(=C(C(=C(C3C(C2=CC(=C1)N)=O)C1=CC=C(C=C1)[N+](=O)[O-])N)C1=CC=C(C=C1)[N+](=O)[O-])C1=CC=C(C=C1)[N+](=O)[O-] (tetrakis(p-nitrophenyl)-2,7-diamino-9-fluorenone). The yield is 76.0%. As a reaction SMILES: [NH2:1][C:2]1[CH:14]=[CH:13][C:12]2[C:11]3[C:6](=[CH:7][C:8]([NH2:15])=[CH:9][CH:10]=3)[C:5](=O)[C:4]=2[CH:3]=1.[N+:17]([C:20]1[CH:25]=[CH:24][C:23](I)=[CH:22][CH:21]=1)([O-:19])=[O:18].[C:27](=[O:30])([O-])[O-].[K+].[K+]>CN(C)C=O.[Cu]>[N+:17]([C:20]1[CH:25]=[CH:24][C:23]([C:10]2[CH:9]=[C:8]([NH2:15])[CH:7]=[C:6]3[C:11]=2[C:12]2[C:4]([C:5]4[CH:24]=[CH:25][C:20]([N+:17]([O-:19])=[O:18])=[CH:21][CH:22]=4)=[C:3]([C:23]4[CH:24]=[CH:25][C:20]([N+:17]([O-:19])=[O:18])=[CH:21][CH:22]=4)[C:2]([NH2:1])=[C:14]([C:23]4[CH:24]=[CH:25][C:20]([N+:17]([O-:19])=[O:18])=[CH:21][CH:22]=4)[C:13]=2[C:27]3=[O:30])=[CH:22][CH:21]=1)([O-:19])=[O:18] |f:2.3.4|. Reported procedure: In dimethylformamide, 0.05 mol of 2,7-diamino-9-fluorenone, 0.3 mol of p-nitroiodobenzene, 0.12 mol of anhydrous potassium carbonate, and copper powder were added and refluxed with stirring for 4 days. After the reaction was completed, the reaction mixture was filtered, and the filtered product was thoroughly washed with dimethylformamide, water and acetone, followed by drying. Thus, 0.038 mol of reddish brown tetrakis(p-nitrophenyl)-2,7-diamino-9-fluorenone was obtained. The reactants are C(CCCN)N (1,4-Butanediamine), C(CCCN)N (1,4-Butanediamine), C(C=C)(=O)O.C(C=C)(=O)O.C(C=C)(=O)O.C(O)C(CC)(CO)CO (trimethylolpropane triacrylate). Solvent: CO (methanol), CO (methanol). Run at temperature 10 celsius. The product is C(O)C(CC)(CO)CO (trimethylolpropane), C(C=C)(=O)O.C(C=C)(=O)O.C(C=C)(=O)O.C(O)C(CC)(CO)CO.C(CCCN)N (TMPTA BDA). Reaction SMILES: [CH2:1]([NH2:6])[CH2:2][CH2:3][CH2:4][NH2:5].[C:7]([OH:11])(=[O:10])[CH:8]=[CH2:9].[C:12]([OH:16])(=[O:15])[CH:13]=[CH2:14].[C:17]([OH:21])(=[O:20])[CH:18]=[CH2:19].[CH2:22]([C:24]([CH2:29][OH:30])([CH2:27][OH:28])[CH2:25][CH3:26])[OH:23]>CO>[CH2:22]([C:24]([CH2:29][OH:30])([CH2:27][OH:28])[CH2:25][CH3:26])[OH:23].[C:7]([OH:11])(=[O:10])[CH:8]=[CH2:9].[C:12]([OH:16])(=[O:15])[CH:13]=[CH2:14].[C:17]([OH:21])(=[O:20])[CH:18]=[CH2:19].[CH2:22]([C:24]([CH2:29][OH:30])([CH2:27][OH:28])[CH2:25][CH3:26])[OH:23].[CH2:1]([NH2:6])[CH2:2][CH2:3][CH2:4][NH2:5] |f:1.2.3.4,7.8.9.10.11|. Reported procedure: 52.80 g of 1,4-Butanediamine (BDA) (0.60 mol) was added into a round-bottom flask with a stirring, a reflux condenser and a thermometer, and cooled to 10° C. below under nitrogen. 74.00 g methanol solution of trimethylolpropane triacrylate (TMPTA) (40%, 0.1 mol) was added to the round-bottom flask, and the mixture is allowed to react at 25° C. for 24 hours. The result solution is subjected to vacuum distillation to remove excess 1,4-Butanediamine (BDA) (0.60 mol) and methanol at 110° C. for 8 ho... Starting materials: C([O-])([O-])=O.[Cs+].[Cs+] (cesium carbonate), OC=1C=CC2=C(NC(O2)=O)C1 (5-hydroxy-1,3-benzoxazol-2(3H)-one), FC1=C(C(=O)N)C(=CN=C1)NC1=C(C=C(C=C1)I)F (3-fluoro-5-[(2-fluoro-4-iodophenyl)amino]isonicotinamide). Run in CN(C)C=O (DMF). Conditions: temperature 50 celsius, time 3 day. Product: FC1=C(C=CC(=C1)I)NC1=C(C(=O)N)C(=CN=C1)OC=1C=CC2=C(NC(O2)=O)C1 (3-[(2-fluoro-4-iodophenyl)amino]-5-[(2-oxo-2,3-dihydro-1,3-benzoxazol-5-yl)oxy]isonicotinamide). Reaction SMILES: F[C:2]1[CH:10]=[N:9][CH:8]=[C:7]([NH:11][C:12]2[CH:17]=[CH:16][C:15]([I:18])=[CH:14][C:13]=2[F:19])[C:3]=1[C:4]([NH2:6])=[O:5].C(=O)([O-])[O-].[Cs+].[Cs+].[OH:26][C:27]1[CH:28]=[CH:29][C:30]2[O:34][C:33](=[O:35])[NH:32][C:31]=2[CH:36]=1>CN(C=O)C>[F:19][C:13]1[CH:14]=[C:15]([I:18])[CH:16]=[CH:17][C:12]=1[NH:11][C:7]1[CH:8]=[N:9][CH:10]=[C:2]([O:26][C:27]2[CH:28]=[CH:29][C:30]3[O:34][C:33](=[O:35])[NH:32][C:31]=3[CH:36]=2)[C:3]=1[C:4]([NH2:6])=[O:5] |f:1.2.3|. Reported procedure: 100 mg of 3-fluoro-5-[(2-fluoro-4-iodophenyl)amino]isonicotinamide (0.251 mmol, 1. eq.) were dissolved in DMF under a nitrogen atmosphere, then 245 mg of cesium carbonate (0.752 mmol, 3 eq.) and 45 mg of 5-hydroxy-1,3-benzoxazol-2(3H)-one (0.301 mmol, 1.2 eq.) were added. The resulting mixture was stirred at 50° C. bath temperature for 3 days. Then the mixture was partitioned between aq. NH4Cl solution (30 ml) and dichloromethane (30 ml). The phases were separated and the aqueouse layer was reex... Reactants: BrCCCCCCBr (1,6-dibromohexane), C(CCC)[Li] (n-butyl lithium), CCCCCC (hexane), C1(=CC=CC=C1)C=1N=CN(C1C1=CC=CC=C1)COCC[Si](C)(C)C (4,5-diphenyl-1-[(trimethylsilyl)ethoxymethyl]-1H-imidazole). The solvent is O1CCCC1 (tetrahydrofuran), O (water). Reaction conditions: time 1 hour. Yields the product BrCCCCCCC=1N(C(=C(N1)C1=CC=CC=C1)C1=CC=CC=C1)COCC[Si](C)(C)C (6-bromo-1-(4,5-diphenyl-1-[(trimethylsilyl)ethoxymethyl]imidazol-2-yl)hexane). The yield is 385.5%. RXN SMILES: [C:1]1([C:7]2[N:8]=[CH:9][N:10]([CH2:18][O:19][CH2:20][CH2:21][Si:22]([CH3:25])([CH3:24])[CH3:23])[C:11]=2[C:12]2[CH:17]=[CH:16][CH:15]=[CH:14][CH:13]=2)[CH:6]=[CH:5][CH:4]=[CH:3][CH:2]=1.C([Li])CCC.CCCCCC.[Br:37][CH2:38][CH2:39][CH2:40][CH2:41][CH2:42][CH2:43]Br>O1CCCC1.O>[Br:37][CH2:38][CH2:39][CH2:40][CH2:41][CH2:42][CH2:43][C:9]1[N:10]([CH2:18][O:19][CH2:20][CH2:21][Si:22]([CH3:25])([CH3:24])[CH3:23])[C:11]([C:12]2[CH:13]=[CH:14][CH:15]=[CH:16][CH:17]=2)=[C:7]([C:1]2[CH:2]=[CH:3][CH:4]=[CH:5][CH:6]=2)[N:8]=1. Reported procedure: Part A. To a solution of 4,5-diphenyl-1-[(trimethylsilyl)ethoxymethyl]-1H-imidazole (2.5 g, 0.00734 mol) (B. Lipshutz, B. Huff, W. Hazen, Tetrahedron Letters, 29, 3411-14, 1988), in dry tetrahydrofuran (50 mL) cooled to -78° under a nitrogen atmosphere, n-butyl lithium in hexane (2.5M, 0.00734 mol) was added slowly. The reaction mixture was stirred for 1 hour and 1,6-dibromohexane (2.68 g, 0.0011 mol) was added rapidly, stirred for 1/2 hour and was allowed to warm to ambient temperature and stir... Reactants: CC1=C(C(=O)C2=C(C1=O)N3C[C@H]4[C@@H]([C@@]3([C@@H]2COC(=O)N)OC)N4)N (MMC), acyl chloride. Run in CN(C=O)C (dimethylformamide). The product is CC1=C(C(=O)C2=C(C1=O)N3C[C@H]4[C@@H]([C@@]3([C@@H]2COC(=O)N)OC)N4)N (mitomycin C), CN(C)C1=NC=CC=C1 (dimethylaminopyridine). Reaction SMILES: [CH3:1][C:2]1[C:8](=[O:9])[C:7]2[N:10]3[C@@:14]([O:21][CH3:22])([C@H:15]([CH2:16][O:17][C:18]([NH2:20])=[O:19])[C:6]=2[C:4](=[O:5])[C:3]=1[NH2:24])[C@H:13]1[NH:23][C@H:12]1[CH2:11]3>CN(C)C=O>[CH3:1][C:2]1[C:8](=[O:9])[C:7]2[N:10]3[C@@:14]([O:21][CH3:22])([C@H:15]([CH2:16][O:17][C:18]([NH2:20])=[O:19])[C:6]=2[C:4](=[O:5])[C:3]=1[NH2:24])[C@H:13]1[NH:23][C@H:12]1[CH2:11]3.[CH3:7][N:10]([C:14]1[CH:15]=[CH:6][CH:4]=[CH:3][N:24]=1)[CH3:11]. Reported procedure: A solution of mitomycin C (MMC, 0.35 mmol), dimethylaminopyridine (0.1 mmol) and dimethylformamide (DMF, 2 mL) was prepared. The MMC solution was slowly added to the acyl chloride solution. After overnight reaction, the methylene chloride was evaporated off and the crude product was recovered by addition of isopropanol followed by filtration. The mPEG-DTB-MMC conjugate was further purified by two precipitation from ethanol. Yield: 3.4 g. The MMC content (≈90%) was determined by UV. The conjugate... RXN SMILES: C(N[C:6]([NH:8][S:9]([CH2:12][C:13]1[C:18]([N+:19]([O-:21])=[O:20])=[CH:17][CH:16]=[CH:15][C:14]=1[C:22]([O:24][CH3:25])=[O:23])(=[O:11])=[O:10])=[O:7])CCC.N12CCN(CC1)CC2.C(Cl)(Cl)=O>>[CH3:25][O:24][C:22]([C:14]1[CH:15]=[CH:16][CH:17]=[C:18]([N+:19]([O-:21])=[O:20])[C:13]=1[CH2:12][S:9]([N:8]=[C:6]=[O:7])(=[O:11])=[O:10])=[O:23]. Yields the product COC(=O)C1=C(C(=CC=C1)[N+](=O)[O-])CS(=O)(=O)N=C=O (2-(Methoxycarbonyl)-6 -nitrophenylmethanesulfonyl isocyanate). Procedure details: A suspension of 8.4 g of the product from Example 5 and 0.1 g of 1,4-diazabicyclo[2.2.2]octane (DABCO) in 75 ml xylenes was heated to reflux temperature. To this stirred solution was added 2 ml of phosgene at a rate that maintained the temperature above 130°. When the addition was complete, the turbid solution was heated at reflux temperature for 15 minutes, allowed to cool, and then filtered under an atmosphere of nitrogen. Removal of the solvent from the filtrate afforded the product as a visc... Starting materials: C(CCC)NC(=O)NS(=O)(=O)CC1=C(C=CC=C1[N+](=O)[O-])C(=O)OC (N-[(n-butyl)aminocarbonyl]-2-(methoxycarbonyl)-6-nitrophenylmethanesulfonamide), N12CCN(CC1)CC2 (1,4-diazabicyclo[2.2.2]octane), C(=O)(Cl)Cl (phosgene). Run in xylenes. The reactants are FC1=CC=C(CNC(=O)C=2C(=NC3=NC=CC=C3C2)C(F)(F)F)C=C1 (N-(4-fluorobenzyl)-2-(trifluoromethyl)-1,8-naphthyridine-3-carboxamide), BrC1=CC=C(C=C1)C(C)NC(OC(C)(C)C)=O (tert-Butyl 1-(4-bromophenyl)ethylcarbamate), C1(=CC=CC=C1)B(O)O (phenyl boronic acid), aryl bromides. The product is COC1=CC=C(C=C1)C1=CC=C(C=C1)C(C)NC(OC(C)(C)C)=O (tert-Butyl 1-(4′-methoxybiphenyl-4-yl)ethylcarbamate). Reaction SMILES: Br[C:2]1[CH:7]=[CH:6][C:5]([CH:8]([NH:10][C:11](=[O:17])[O:12][C:13]([CH3:16])([CH3:15])[CH3:14])[CH3:9])=[CH:4][CH:3]=1.[C:18]1(B(O)O)[CH:23]=[CH:22][CH:21]=[CH:20][CH:19]=1.FC1C=CC(CN[C:34](C2C(C(F)(F)F)=NC3C(C=2)=CC=CN=3)=[O:35])=CC=1>>[CH3:34][O:35][C:18]1[CH:23]=[CH:22][C:21]([C:2]2[CH:7]=[CH:6][C:5]([CH:8]([NH:10][C:11](=[O:17])[O:12][C:13]([CH3:16])([CH3:15])[CH3:14])[CH3:9])=[CH:4][CH:3]=2)=[CH:20][CH:19]=1. Procedure details: The title compound was synthesized from tert-Butyl 1-(4-bromophenyl)ethylcarbamate and phenyl boronic acid, following the general procedure for the coupling of aryl bromides with boronic acids (see above and c.f. scheme 27). Purification was done by flash column chromatography using Pet. ether/EtOAc 5:1→100% EtOAc as eluent. The fractions containing product were further purified by size exclusion chromatography Sephadex LH20, CHCl3/MeOH 1:1 yielding the title compound (68%).